This data is from the Open Reaction Database (ORD), a public repository of structured organic reaction records. The task is: describe an organic reaction: reactants, conditions, products, and yield The reactants are Cc1cc2c([nH]c(=O)n2Cc2ccccc2)c(N(Cc2ccccc2)Cc2ccccc2)n1, CCO, [OH-], [OH-], [Pd+2]. The product is Cc1cc2c([nH]c(=O)n2Cc2ccccc2)c(N)n1. As a reaction SMILES: [CH2:1]([c:2]1[cH:3][cH:4][cH:5][cH:6][cH:7]1)[n:8]1[c:9](=[O:33])[nH:10][c:11]2[c:12]([N:18]([CH2:19][c:20]3[cH:21][cH:22][cH:23][cH:24][cH:25]3)[CH2:26][c:27]3[cH:28][cH:29][cH:30][cH:31][cH:32]3)[n:13][c:14]([CH3:17])[cH:15][c:16]12.[CH3:34][CH2:35][OH:36].[OH-:37].[OH-:38].[Pd+2:39]>>[CH2:1]([c:2]1[cH:3][cH:4][cH:5][cH:6][cH:7]1)[n:8]1[c:9](=[O:33])[nH:10][c:11]2[c:12]([NH2:18])[n:13][c:14]([CH3:17])[cH:15][c:16]12. Reactants: C1(=CC=CC=C1)CCCC(=O)Cl (4-Phenylbutyryl chloride), COC1=CC=CC=C1 (methylphenyl ether). The reagents and catalysts are [Al+3].[Cl-].[Cl-].[Cl-] (AlCl3). Solvent: ClCCl (dichloromethane). Reaction conditions: time 30 minute. The product is COC1=CC=C(C=C1)C(CCCC1=CC=CC=C1)=O (1-(4-methoxy-phenyl)-4-phenyl-butan-1-one). Isolated yield 57.5%. Reaction SMILES: [C:1]1([CH2:7][CH2:8][CH2:9][C:10](Cl)=[O:11])[CH:6]=[CH:5][CH:4]=[CH:3][CH:2]=1.[CH3:13][O:14][C:15]1[CH:20]=[CH:19][CH:18]=[CH:17][CH:16]=1>ClCCl.[Al+3].[Cl-].[Cl-].[Cl-]>[CH3:13][O:14][C:15]1[CH:20]=[CH:19][C:18]([C:10](=[O:11])[CH2:9][CH2:8][CH2:7][C:1]2[CH:6]=[CH:5][CH:4]=[CH:3][CH:2]=2)=[CH:17][CH:16]=1 |f:3.4.5.6|. Procedure: A procedure similar to step 2 of 5.3.1 was used. 4-Phenylbutyryl chloride prepared in the step 1 and methylphenyl ether were used as starting materials, allowed to react in dichloromethane with AlCl3 as catalyst, stirred at −10° C. to −15° C. for 30 minutes and then at room temperature for 3 hours, a crude product was obtained, purified under a reduced pressure by silica gel column chromatography eluted with a gradient of petroleum ether and ethyl acetate at a ratio of 20:1-10:1 (V:V) to obtain ... The reactants are O=C1CCC(c2cccc(Cl)c2)C2(C(=O)Nc3cc(Cl)ccc32)N1CC1CC1, C[Si](C)(C)CCOCCl, [H-], [Na+], CN(C)C=O, O. The product is C[Si](C)(C)CCOCN1C(=O)C2(c3ccc(Cl)cc31)C(c1cccc(Cl)c1)CCC(=O)N2CC1CC1. RXN SMILES: [Cl:1][c:2]1[cH:3][cH:4][c:5]2[c:9]([cH:10]1)[NH:8][C:7](=[O:11])[C:6]21[N:12]([CH2:25][CH:26]2[CH2:27][CH2:28]2)[C:13](=[O:24])[CH2:14][CH2:15][CH:16]1[c:17]1[cH:18][c:19]([Cl:23])[cH:20][cH:21][cH:22]1.[Cl:31][CH2:32][O:33][CH2:34][CH2:35][Si:36]([CH3:37])([CH3:38])[CH3:39].[H-:29].[Na+:30].[O:41]=[CH:42][N:43]([CH3:44])[CH3:45].[OH2:40]>>[Cl:1][c:2]1[cH:3][cH:4][c:5]2[c:9]([cH:10]1)[N:8]([CH2:32][O:33][CH2:34][CH2:35][Si:36]([CH3:37])([CH3:38])[CH3:39])[C:7](=[O:11])[C:6]21[N:12]([CH2:25][CH:26]2[CH2:27][CH2:28]2)[C:13](=[O:24])[CH2:14][CH2:15][CH:16]1[c:17]1[cH:18][c:19]([Cl:23])[cH:20][cH:21][cH:22]1. As a reaction SMILES: [C:13](=[O:14])([O-:15])[O-:16].[C:19](#[N:20])[c:21]1[cH:22][c:23]([OH:27])[cH:24][cH:25][cH:26]1.[CH3:30][N:31]([CH3:32])[CH:33]=[O:34].[Cl-:28].[Cl:1][c:2]1[n:3][cH:4][n:5][c:6]([O:8][CH2:9][C:10]#[C:11][CH3:12])[cH:7]1.[K+:17].[K+:18].[NH4+:29]>>[c:2]1([O:27][c:23]2[cH:22][c:21]([C:19]#[N:20])[cH:26][cH:25][cH:24]2)[n:3][cH:4][n:5][c:6]([O:8][CH2:9][C:10]#[C:11][CH3:12])[cH:7]1. Product: CC#CCOc1cc(Oc2cccc(C#N)c2)ncn1. The reactants are O=C([O-])[O-], N#Cc1cccc(O)c1, CN(C)C=O, [Cl-], CC#CCOc1cc(Cl)ncn1, [K+], [K+], [NH4+].